Task: describe an organic reaction: reactants, conditions, products, and yield. Dataset: the Open Reaction Database (ORD), a public repository of structured organic reaction records Run at time 96 hour. Reaction SMILES: [Cl:1][C:2]1[CH:7]=[CH:6][C:5]([N:8]2[S:12](=[O:14])(=[O:13])[N:11]([CH:15]([C:19]3[CH:24]=[CH:23][CH:22]=[CH:21][CH:20]=3)[CH2:16][CH2:17]Cl)[C:10]3[CH:25]=[CH:26][CH:27]=[CH:28][C:9]2=3)=[CH:4][CH:3]=1.[I-].[Na+].[CH3:31][NH2:32]>>[Cl:1][C:2]1[CH:7]=[CH:6][C:5]([N:8]2[C:9]3[CH:28]=[CH:27][CH:26]=[CH:25][C:10]=3[N:11]([C@@H:15]([C:19]3[CH:20]=[CH:21][CH:22]=[CH:23][CH:24]=3)[CH2:16][CH2:17][NH:32][CH3:31])[S:12]2(=[O:14])=[O:13])=[CH:4][CH:3]=1 |f:1.2|. Reactants: ClC1=CC=C(C=C1)N1C2=C(N(S1(=O)=O)C(CCCl)C1=CC=CC=C1)C=CC=C2 (1-(4-Chloro-phenyl)-3-(3-chloro-1-phenyl-propyl)-1,3-dihydro-benzo[1,2,5]-thiadiazole 2,2-dioxide), CN (methylamine), [I-].[Na+] (sodium iodide). Product: ClC1=CC=C(C=C1)N1S(N(C2=C1C=CC=C2)[C@H](CCNC)C2=CC=CC=C2)(=O)=O ((3R)-3-[3-(4-chlorophenyl)-2,2-dioxido-2,1,3-benzothiadiazol-1(3H)-yl]-N-methyl-3-phenylpropan-1-amine). Procedure details: 1-(4-Chloro-phenyl)-3-(3-chloro-1-phenyl-propyl)-1,3-dihydro-benzo[1,2,5]-thiadiazole 2,2-dioxide (0.12 g) was dissolved in methylamine (8M in ethanol, 20 mL), sodium iodide (58 mg, 0.39 mmol) was added and the mixture stirred for 96 hours. The mixture was concentrated in vacuo and purified via chromatography (silica, 5% methanol saturated with ammonia in chloroform) to give (3R)-3-[3-(4-chlorophenyl)-2,2-dioxido-2,1,3-benzothiadiazol-1(3H)-yl]-N-methyl-3-phenylpropan-1-amine as a colorless oil.... Reactants: [BH4-].[Na+] (sodium borohydride), [OH-].[Na+] (sodium hydroxide), ClC=1C(=CC2=C(C(CC3=C(S2)C=CC=C3)=O)C1)OC (8-chloro-7-methoxydibenzo(b,f)thiepine-10(11H)-one). The solvent is O (water), C1=CC=CC=C1 (benzene), C(C)O (ethanol). The product is ClC=1C(=CC2=C(C(CC3=C(S2)C=CC=C3)O)C1)OC (8-chloro-10-hydroxy-7-methoxy-10,11-dihydrodibenzo(b,f)thiepine). The yield is 83.0%. Reaction SMILES: [BH4-].[Na+].[OH-].[Na+].[Cl:5][C:6]1[C:7]([O:22][CH3:23])=[CH:8][C:9]2[S:15][C:14]3[CH:16]=[CH:17][CH:18]=[CH:19][C:13]=3[CH2:12][C:11](=[O:20])[C:10]=2[CH:21]=1>O.C1C=CC=CC=1.C(O)C>[Cl:5][C:6]1[C:7]([O:22][CH3:23])=[CH:8][C:9]2[S:15][C:14]3[CH:16]=[CH:17][CH:18]=[CH:19][C:13]=3[CH2:12][CH:11]([OH:20])[C:10]=2[CH:21]=1 |f:0.1,2.3|. Reported procedure: A solution of sodium borohydride (0.5 g) in water (3.5 ml), containing 0.1 ml of 15% sodium hydroxide solution was slowly added dropwise to a solution of the ketone from the preceding preparation (6.2 g) in a mixture of benzene (40 ml) and ethanol (100 ml). The stirred mixture was refluxed for 3 hours, the volatile components evaporated under diminished pressure, the residue diluted with water and extracted with benzene. A conventional isolation procedure, followed by crystallization of the crud... Reactants: FC(C=1C=C(CNC(=O)C2=CC(=NC=C2)C2=C(C=CC(=C2)N2CCCCC2)NC(=O)C=2C=C(C(=O)O)C=CC2)C=CC1)(F)F (3-((2-(4-((3-(trifluoromethyl)benzyl)carbamoyl)pyridin-2-yl)-4-(piperidin-1-yl)phenyl)carbamoyl)-benzoic acid), amine, FC(C=1C=C(CNC(=O)C2=CC(=NC=C2)C2=C(C=CC(=C2)N2CCCCC2)NC(C2=CC(C(=O)N(C)CCC(=O)NCCOC)=CC=C2)=O)C=CC1)(F)F (N1-(2-(4-((3-(trifluoromethyl)benzyl)carbamoyl)pyridin-2-yl)-4-(piperidin-1-yl)phenyl)-N3-(3-(2-methoxyethylamino)-3-oxopropyl)-N3-methylisophthalamide), N1CCC(CC1)NC(C)=O (N-(piperidin-4-yl)acetamide). Yields the product C(C)(=O)NC1CCN(CC1)C(=O)C=1C=C(C(=O)NC2=C(C=C(C=C2)N2CCCCC2)C=2C=C(C(=O)NCC3=CC(=CC=C3)C(F)(F)F)C=CN2)C=CC1 (2-(2-(3-(4-Acetamidopiperidine-1-carbonyl)benzamido)-5-(piperidin-1-yl)phenyl)-N-(3-(trifluoromethyl)benzyl)isonicotinamide). Reaction SMILES: [F:1][C:2]([F:44])([F:43])[C:3]1[CH:4]=[C:5]([CH:40]=[CH:41][CH:42]=1)[CH2:6][NH:7][C:8]([C:10]1[CH:15]=[CH:14][N:13]=[C:12]([C:16]2[CH:21]=[C:20]([N:22]3[CH2:27][CH2:26][CH2:25][CH2:24][CH2:23]3)[CH:19]=[CH:18][C:17]=2[NH:28][C:29]([C:31]2[CH:32]=[C:33]([CH:37]=[CH:38][CH:39]=2)[C:34](O)=[O:35])=[O:30])[CH:11]=1)=[O:9].FC(F)(F)C1C=C(C=CC=1)CNC(C1C=CN=C(C2C=C(N3CCCCC3)C=CC=2NC(=O)C2C=CC=C(C(N(CCC(NCCOC)=O)C)=O)C=2)C=1)=O.[NH:99]1[CH2:104][CH2:103][CH:102]([NH:105][C:106](=[O:108])[CH3:107])[CH2:101][CH2:100]1>>[C:106]([NH:105][CH:102]1[CH2:103][CH2:104][N:99]([C:34]([C:33]2[CH:32]=[C:31]([CH:39]=[CH:38][CH:37]=2)[C:29]([NH:28][C:17]2[CH:18]=[CH:19][C:20]([N:22]3[CH2:23][CH2:24][CH2:25][CH2:26][CH2:27]3)=[CH:21][C:16]=2[C:12]2[CH:11]=[C:10]([CH:15]=[CH:14][N:13]=2)[C:8]([NH:7][CH2:6][C:5]2[CH:40]=[CH:41][CH:42]=[C:3]([C:2]([F:1])([F:44])[F:43])[CH:4]=2)=[O:9])=[O:30])=[O:35])[CH2:100][CH2:101]1)(=[O:108])[CH3:107]. Procedure details: This compound was prepared from 3-((2-(4-((3-(trifluoromethyl)benzyl)carbamoyl)pyridin-2-yl)-4-(piperidin-1-yl)phenyl)carbamoyl)benzoic acid 4.1e using the procedure described for the preparation of N1-(2-(4-((3-(trifluoromethyl)benzyl)carbamoyl)pyridin-2-yl)-4-(piperidin-1-yl)phenyl)-N3-(3-(2-methoxyethylamino)-3-oxopropyl)-N3-methylisophthalamide 4.2. N-(piperidin-4-yl)acetamide was used as the amine component in this coupling. 1H-NMR (300 MHz, CD3OD, ppm): δ 8.98 (d, J=3.5 Hz, 1H), 8.85 (d, J... The reactants are FC1=C(C=CC(=C1)B1OC(C(O1)(C)C)(C)C)C(=O)N1[C@@H](CCC1)CN1[C@@H](CCC1)C ([2-Fluoro-4-(4,4,5,5-tetramethyl-[1,3,2]dioxaborolan-2-yl)-phenyl]-[2-(S)-(2-(R)-methyl-pyrrolidin-1-ylmethyl)-pyrrolidin-1-yl]-methanone), BrC1=CC=C(S1)C(=O)N1CCCC1 ((5-Bromo-thiophen-2-yl)-pyrrolidin-1-yl-methanone). Product: FC1=C(C=CC(=C1)C=1SC(=CC1)C(=O)N1CCCC1)C(=O)N1[C@@H](CCC1)CN1[C@@H](CCC1)C ({2-Fluoro-4-[5-(pyrrolidine-1-carbonyl)-thiophen-2-yl]-phenyl}-[2-(S)-(2-(R)-methyl-pyrrolidin-1-ylmethyl)-pyrrolidin-1-yl]-methanone). Reaction SMILES: [F:1][C:2]1[CH:7]=[C:6](B2OC(C)(C)C(C)(C)O2)[CH:5]=[CH:4][C:3]=1[C:17]([N:19]1[CH2:23][CH2:22][CH2:21][C@H:20]1[CH2:24][N:25]1[CH2:29][CH2:28][CH2:27][C@H:26]1[CH3:30])=[O:18].Br[C:32]1[S:36][C:35]([C:37]([N:39]2[CH2:43][CH2:42][CH2:41][CH2:40]2)=[O:38])=[CH:34][CH:33]=1>>[F:1][C:2]1[CH:7]=[C:6]([C:32]2[S:36][C:35]([C:37]([N:39]3[CH2:43][CH2:42][CH2:41][CH2:40]3)=[O:38])=[CH:34][CH:33]=2)[CH:5]=[CH:4][C:3]=1[C:17]([N:19]1[CH2:23][CH2:22][CH2:21][C@H:20]1[CH2:24][N:25]1[CH2:29][CH2:28][CH2:27][C@H:26]1[CH3:30])=[O:18]. Procedure: The title compound is prepared in a manner substantially analogous to General Procedure A using [2-Fluoro-4-(4,4,5,5-tetramethyl-[1,3,2]dioxaborolan-2-yl)-phenyl]-[2-(S)-(2-(R)-methyl-pyrrolidin-1-ylmethyl)-pyrrolidin-1-yl]-methanone (408 mg, 0.98 mmol) and (5-Bromo-thiophen-2-yl)-pyrrolidin-1-yl-methanone (CAS 326875) (256 mg) MS 470.2 (M+H)+